Dataset: the Open Reaction Database (ORD), a public repository of structured organic reaction records. Task: describe an organic reaction: reactants, conditions, products, and yield Reactants: C(C)(C)OC(C)C (diisopropyl ether), ClC1=CC(=C(C=C1)[N+](=O)[O-])C(OC)OC (4-chloro-2-dimethoxymethyl-1-nitrobenzene), C1(=CC=CC=C1)O (phenol), C([O-])([O-])=O.[K+].[K+] (potassium carbonate). Solvent: CC(=O)N(C)C (DMA), O (water), C(Cl)Cl (CH2Cl2). Run at temperature 150 celsius, time 6 hour. The product is COC(C1=C(C=CC(=C1)OC1=CC=CC=C1)[N+](=O)[O-])OC (2-(Dimethoxymethyl)-1-nitro-4-phenoxy-benzene). Reaction SMILES: Cl[C:2]1[CH:7]=[CH:6][C:5]([N+:8]([O-:10])=[O:9])=[C:4]([CH:11]([O:14][CH3:15])[O:12][CH3:13])[CH:3]=1.[C:16]1([OH:22])[CH:21]=[CH:20][CH:19]=[CH:18][CH:17]=1.C(=O)([O-])[O-].[K+].[K+].C(OC(C)C)(C)C>CC(N(C)C)=O.C(Cl)Cl.O>[CH3:13][O:12][CH:11]([O:14][CH3:15])[C:4]1[CH:3]=[C:2]([O:22][C:16]2[CH:21]=[CH:20][CH:19]=[CH:18][CH:17]=2)[CH:7]=[CH:6][C:5]=1[N+:8]([O-:10])=[O:9] |f:2.3.4|. Procedure details: A mixture of 4-chloro-2-dimethoxymethyl-1-nitrobenzene (11.55 g, 0.0500 mol), phenol (4.70 g, 0.0500 mol), and potassium carbonate (8.16 g, 0.0600 mol) in DMA (100 mL) was stirred at 150° C. for 6 h. After cooling, the reaction mixture was poured into water and treated with diisopropyl ether. The organic layer was separated, washed with 10% aqueous KOH solution, dried (MgSO4), filtered, and concentrated. The resulting residue was purified by column chromatography on silica gel using as eluent CH...